Dataset: the Open Reaction Database (ORD), a public repository of structured organic reaction records. Task: describe an organic reaction: reactants, conditions, products, and yield Product: CCCc1cc(Oc2ccc(Cl)cc2)ccc1C(O)c1cc(OC)c(Cl)c([Si](C)(C)C)c1F. RXN SMILES: [CH2:11]([Li:12])[CH2:13][CH2:14][CH3:15].[CH2:57]1[O:58][CH2:59][CH2:60][CH2:61]1.[CH3:16][CH2:17][CH2:18][CH2:19][CH2:20][CH3:21].[CH3:1][C:2]1([CH3:3])[CH2:4][CH2:5][CH2:6][C:7]([CH3:8])([CH3:9])[NH:10]1.[Cl-:55].[Cl:36][c:37]1[cH:38][cH:39][c:40]([O:41][c:42]2[cH:43][c:44]([CH2:50][CH2:51][CH3:52])[c:45]([CH:46]=[O:47])[cH:48][cH:49]2)[cH:53][cH:54]1.[F:22][c:23]1[c:24]([Si:32]([CH3:33])([CH3:34])[CH3:35])[c:25]([Cl:31])[c:26]([O:29][CH3:30])[cH:27][cH:28]1.[NH4+:56]>>[F:22][c:23]1[c:24]([Si:32]([CH3:33])([CH3:34])[CH3:35])[c:25]([Cl:31])[c:26]([O:29][CH3:30])[cH:27][c:28]1[CH:46]([c:45]1[c:44]([CH2:50][CH2:51][CH3:52])[cH:43][c:42]([O:41][c:40]2[cH:39][cH:38][c:37]([Cl:36])[cH:54][cH:53]2)[cH:49][cH:48]1)[OH:47]. The reactants are [Li]CCCC, C1CCOC1, CCCCCC, CC1(C)CCCC(C)(C)N1, [Cl-], CCCc1cc(Oc2ccc(Cl)cc2)ccc1C=O, COc1ccc(F)c([Si](C)(C)C)c1Cl, [NH4+].